The task is: describe an organic reaction: reactants, conditions, products, and yield. This data is from the Open Reaction Database (ORD), a public repository of structured organic reaction records. The reactants are CC1(C)C(=O)N(Br)C(=O)N1Br, CCOC(=O)OC1CC2=CCC3C4CCC(C(C)CCCC(C)C)C4(C)CCC3C2(C)C(OC(=O)OCC)C1, CCCCCC, CCOC(C)=O, Cc1ccccc1C. Yields the product CCOC(=O)OC1CC2=CC=C3C4CCC(C(C)CCCC(C)C)C4(C)CCC3C2(C)C(OC(=O)OCC)C1. RXN SMILES: [Br:40][N:41]1[C:42]([CH3:43])([CH3:44])[C:45](=[O:46])[N:47]([Br:48])[C:49]1=[O:50].[CH2:1]([CH3:2])[O:3][C:4](=[O:5])[O:6][CH:7]1[CH2:8][CH:9]([O:34][C:35](=[O:36])[O:37][CH2:38][CH3:39])[CH2:10][C:11]2=[CH:12][CH2:13][CH:14]3[CH:15]4[CH2:16][CH2:17][CH:18]([CH:19]([CH2:20][CH2:21][CH2:22][CH:23]([CH3:24])[CH3:25])[CH3:26])[C:27]4([CH3:33])[CH2:28][CH2:29][CH:30]3[C:31]12[CH3:32].[CH3:51][CH2:52][CH2:53][CH2:54][CH2:55][CH3:56].[CH3:65][CH2:66][O:67][C:68](=[O:69])[CH3:70].[c:57]1([CH3:58])[c:59]([CH3:60])[cH:61][cH:62][cH:63][cH:64]1>>[CH2:1]([CH3:2])[O:3][C:4](=[O:5])[O:6][CH:7]1[CH2:8][CH:9]([O:34][C:35](=[O:36])[O:37][CH2:38][CH3:39])[CH2:10][C:11]2=[CH:12][CH:13]=[C:14]3[CH:15]4[CH2:16][CH2:17][CH:18]([CH:19]([CH2:20][CH2:21][CH2:22][CH:23]([CH3:24])[CH3:25])[CH3:26])[C:27]4([CH3:33])[CH2:28][CH2:29][CH:30]3[C:31]12[CH3:32]. Solvent: CN(C)C=O (DMF), CN(C)C=O (DMF). As a reaction SMILES: C(N(C(C)C)CC)(C)C.[CH3:10][NH:11][C:12]1([C:23]([NH:25][CH3:26])=[O:24])[CH2:15][N:14]([C:16]([O:18][C:19]([CH3:22])([CH3:21])[CH3:20])=[O:17])[CH2:13]1.[Cl:27][C:28]1[C:29]([F:49])=[C:30]([NH:34][C:35]2[C:44]3[C:39](=[CH:40][C:41]([O:47][CH3:48])=[C:42]([CH2:45]Cl)[CH:43]=3)[N:38]=[CH:37][N:36]=2)[CH:31]=[CH:32][CH:33]=1>CN(C=O)C>[Cl:27][C:28]1[C:29]([F:49])=[C:30]([NH:34][C:35]2[C:44]3[C:39](=[CH:40][C:41]([O:47][CH3:48])=[C:42]([CH2:45][N:11]([CH3:10])[C:12]4([C:23]([NH:25][CH3:26])=[O:24])[CH2:15][N:14]([C:16]([O:18][C:19]([CH3:20])([CH3:21])[CH3:22])=[O:17])[CH2:13]4)[CH:43]=3)[N:38]=[CH:37][N:36]=2)[CH:31]=[CH:32][CH:33]=1. The yield is 40.8%. Reaction conditions: temperature 85 celsius, time 5 minute. Yields the product ClC=1C(=C(C=CC1)NC1=NC=NC2=CC(=C(C=C12)CN(C1(CN(C1)C(=O)OC(C)(C)C)C(=O)NC)C)OC)F (tert-butyl 3-[({4-[(3-chloro-2-fluorophenyl)amino]-7-methoxyquinazolin-6-yl}methyl)(methyl)amino]-3[(methylamino)carbonyl]azetidine-1-carboxylate). Reactants: C(C)(C)N(CC)C(C)C (Diisopropylethylamine), CNC1(CN(C1)C(=O)OC(C)(C)C)C(=O)NC (tert-butyl 3-(methylamino)-3-[(methylamino)carbonyl]azetidine-1-carboxylate), ClC=1C(=C(C=CC1)NC1=NC=NC2=CC(=C(C=C12)CCl)OC)F (N-(3-chloro-2-fluorophenyl)-6-(chloromethyl)-7-methoxyquinazolin-4-amine). Procedure details: Diisopropylethylamine (0.55 ml, 3.10 mmol) was added to a solution of tert-butyl 3-(methylamino)-3-[(methylamino)carbonyl]azetidine-1-carboxylate (301 mg, 1.24 mmol) in DMF (0.5 ml). After 5 minutes of stirring, the reaction mixture became homogeneous and was warmed up to 85° C. N-(3-chloro-2-fluorophenyl)-6-(chloromethyl)-7-methoxyquinazolin-4-amine (400 mg, 1.03 mmol) was added portionwise over 2 hours. The reaction mixture was cooled to room temperature, diluted with DMF (2 ml) and purified b...